Dataset: the Open Reaction Database (ORD), a public repository of structured organic reaction records. Task: describe an organic reaction: reactants, conditions, products, and yield Reactants: C(C)OC(CC1=CC=C(C=C1)C1=CC=C(C=C1)C1=C(C(=NO1)C)N)=O ([4′-(4-amino-3-methyl-isoxazol-5-yl)-biphenyl-4-yl]-acetic acid ethyl ester), BrC1=NC(=CC=C1)C1=CC=CC=C1 (2-bromo-6-phenyl-pyridine). Product: C(C)OC(CC1=CC=C(C=C1)C1=CC=C(C=C1)C1=C(C(=NO1)C)NC1=NC(=CC=C1)C1=CC=CC=C1)=O ({4′-[3-Methyl-4-(6-phenyl-pyridin-2-ylamino)-isoxazol-5-yl]-biphenyl-4-yl}-acetic acid ethyl ester). Reaction SMILES: [CH2:1]([O:3][C:4](=[O:25])[CH2:5][C:6]1[CH:11]=[CH:10][C:9]([C:12]2[CH:17]=[CH:16][C:15]([C:18]3[O:22][N:21]=[C:20]([CH3:23])[C:19]=3[NH2:24])=[CH:14][CH:13]=2)=[CH:8][CH:7]=1)[CH3:2].Br[C:27]1[CH:32]=[CH:31][CH:30]=[C:29]([C:33]2[CH:38]=[CH:37][CH:36]=[CH:35][CH:34]=2)[N:28]=1>>[CH2:1]([O:3][C:4](=[O:25])[CH2:5][C:6]1[CH:7]=[CH:8][C:9]([C:12]2[CH:17]=[CH:16][C:15]([C:18]3[O:22][N:21]=[C:20]([CH3:23])[C:19]=3[NH:24][C:27]3[CH:32]=[CH:31][CH:30]=[C:29]([C:33]4[CH:34]=[CH:35][CH:36]=[CH:37][CH:38]=4)[N:28]=3)=[CH:14][CH:13]=2)=[CH:10][CH:11]=1)[CH3:2]. Procedure: Prepared according to the procedure described in Example 68, Step 2, using [4′-(4-amino-3-methyl-isoxazol-5-yl)-biphenyl-4-yl]-acetic acid ethyl ester and 2-bromo-6-phenyl-pyridine. Reactants: C(#N)C1=CC=2C3=C(N(C2C=N1)COCC[Si](C)(C)C)N=CC=C3N3C[C@H](CC3)NC(OC(C)(C)C)=O ((S)-tert-butyl 1-(6-cyano-9-((2-(trimethylsilyl)ethoxy)methyl)-9H-dipyrido[2,3-b;4′,3′-d]pyrrol-4-yl)pyrrolidin-3-ylcarbamate), [H-].[Na+] (sodium hydride), oil, ICC (iodoethane). Run in O1CCCC1 (tetrahydrofuran). Reaction conditions: time 8 hour. Yields the product C(#N)C1=CC=2C3=C(N(C2C=N1)COCC[Si](C)(C)C)N=CC=C3N3C[C@H](CC3)N(C(OC(C)(C)C)=O)CC ((S)-tert-butyl 1-(6-cyano-9-((2-(trimethylsilyl)ethoxy)methyl)-9H-dipyrido[2,3-b;4′,3′-d]pyrrol-4-yl)pyrrolidin-3-yl(ethyl)carbamate). As a reaction SMILES: [C:1]([C:3]1[N:11]=[CH:10][C:9]2[N:8]([CH2:12][O:13][CH2:14][CH2:15][Si:16]([CH3:19])([CH3:18])[CH3:17])[C:7]3[N:20]=[CH:21][CH:22]=[C:23]([N:24]4[CH2:28][CH2:27][C@H:26]([NH:29][C:30](=[O:36])[O:31][C:32]([CH3:35])([CH3:34])[CH3:33])[CH2:25]4)[C:6]=3[C:5]=2[CH:4]=1)#[N:2].[H-].[Na+].I[CH2:40][CH3:41]>O1CCCC1>[C:1]([C:3]1[N:11]=[CH:10][C:9]2[N:8]([CH2:12][O:13][CH2:14][CH2:15][Si:16]([CH3:19])([CH3:18])[CH3:17])[C:7]3[N:20]=[CH:21][CH:22]=[C:23]([N:24]4[CH2:28][CH2:27][C@H:26]([N:29]([CH2:40][CH3:41])[C:30](=[O:36])[O:31][C:32]([CH3:33])([CH3:35])[CH3:34])[CH2:25]4)[C:6]=3[C:5]=2[CH:4]=1)#[N:2] |f:1.2|. Reported procedure: To a solution of (S)-tert-butyl 1-(6-cyano-9-((2-(trimethylsilyl)ethoxy)methyl)-9H-dipyrido[2,3-b;4′,3′-d]pyrrol-4-yl)pyrrolidin-3-ylcarbamate (700 mg, 1.0 mmol) in tetrahydrofuran (11 mL) was added sodium hydride as a 60% dispersion in mineral oil (140 mg, 3.4 mmol) followed by iodoethane (0.77 mL, 9.4 mmol) and reaction mixture was stirred overnight at ambient temperature. The reaction was quenched with water (0.1 mL), diluted with ethyl acetate (100 mL) and washed with water (50 mL). The orga... Starting materials: CS(C)=O, CCN(C(C)C)C(C)C, CC1COc2c(F)c(F)c(N)c3c(=O)c(C#N)cn1c23, NC1CCCC(c2cccnc2)C1. The product is CC1COc2c(NC3CCCC(c4cccnc4)C3)c(F)c(N)c3c(=O)c(C#N)cn1c23. Reaction SMILES: [CH3:43][S:44]([CH3:45])=[O:46].[CH:34]([N:35]([CH:36]([CH3:37])[CH3:38])[CH2:39][CH3:40])([CH3:41])[CH3:42].[NH2:1][c:2]1[c:3]([F:20])[c:4]([F:19])[c:5]2[c:6]3[n:7]([cH:12][c:13]([C:17]#[N:18])[c:14](=[O:16])[c:15]13)[CH:8]([CH3:11])[CH2:9][O:10]2.[n:21]1[cH:22][c:23]([CH:27]2[CH2:28][CH:29]([NH2:33])[CH2:30][CH2:31][CH2:32]2)[cH:24][cH:25][cH:26]1>>[NH2:1][c:2]1[c:3]([F:20])[c:4]([NH:33][CH:29]2[CH2:28][CH:27]([c:23]3[cH:22][n:21][cH:26][cH:25][cH:24]3)[CH2:32][CH2:31][CH2:30]2)[c:5]2[c:6]3[n:7]([cH:12][c:13]([C:17]#[N:18])[c:14](=[O:16])[c:15]13)[CH:8]([CH3:11])[CH2:9][O:10]2. The reactants are CCC(C)(C)CC(O)CNC(=O)C(Cc1ccc(Br)cc1)NC(=O)OCc1ccccc1, ClCCl. Product: CCC(C)(C)CC(=O)CNC(=O)C(Cc1ccc(Br)cc1)NC(=O)OCc1ccccc1. As a reaction SMILES: [Br:1][c:2]1[cH:3][cH:4][c:5]([CH2:6][CH:7]([C:8](=[O:9])[NH:10][CH2:11][CH:12]([CH2:13][C:14]([CH2:15][CH3:16])([CH3:17])[CH3:18])[OH:19])[NH:20][C:21]([O:22][CH2:23][c:24]2[cH:25][cH:26][cH:27][cH:28][cH:29]2)=[O:30])[cH:31][cH:32]1.[CH2:33]([Cl:34])[Cl:35]>>[Br:1][c:2]1[cH:3][cH:4][c:5]([CH2:6][CH:7]([C:8](=[O:9])[NH:10][CH2:11][C:12]([CH2:13][C:14]([CH2:15][CH3:16])([CH3:17])[CH3:18])=[O:19])[NH:20][C:21]([O:22][CH2:23][c:24]2[cH:25][cH:26][cH:27][cH:28][cH:29]2)=[O:30])[cH:31][cH:32]1.